Dataset: the Open Reaction Database (ORD), a public repository of structured organic reaction records. Task: describe an organic reaction: reactants, conditions, products, and yield Starting materials: [Al+3], ClCCl, CCCCCCC(C)C(=O)O, [Cl-], [Cl-], [Cl-], [Cl-], Cl, Oc1ccccc1. Product: CCCCCCC(C)C(=O)c1ccc(O)cc1. RXN SMILES: [Al+3:9].[CH2:25]([Cl:26])[Cl:27].[CH3:13][CH:14]([C:15](=[O:16])[OH:17])[CH2:18][CH2:19][CH2:20][CH2:21][CH2:22][CH3:23].[Cl-:10].[Cl-:11].[Cl-:12].[Cl-:8].[ClH:24].[OH:1][c:2]1[cH:3][cH:4][cH:5][cH:6][cH:7]1>>[OH:1][c:2]1[cH:3][cH:4][c:5]([C:15]([CH:14]([CH3:13])[CH2:18][CH2:19][CH2:20][CH2:21][CH2:22][CH3:23])=[O:16])[cH:6][cH:7]1.